Dataset: the Open Reaction Database (ORD), a public repository of structured organic reaction records. Task: describe an organic reaction: reactants, conditions, products, and yield The reactants are C(C=C)ON(S(=O)(=O)C1=C(C=CC=C1)[N+](=O)[O-])[C@@H]1C(=C[C@H](NC1)C(=O)N)C ((2S,5R)-5-(N-(allyloxy)-2-nitrophenylsulfonamido)-4-methyl-1,2,5,6-tetrahydropyridine-2-carboxamide), C(C1=CC=CC=C1)ON[C@@H]1C(=C[C@H](N(C1)C(=O)OC(C)(C)C)C(N)=O)CC[N+](=O)[O-] ((2S,5R)-tert-butyl 5-(benzyloxyamino)-2-carbamoyl-4-(2-nitroethyl)-5,6-dihydropyridine-1(2H)-carboxylate), C(C1=CC=CC=C1)ON[C@@H]1C(=C[C@H](N(C1)C(=O)OC(C)(C)C)C(N)=O)CC[N+](=O)[O-] ((2S,5R)-tert-butyl 5-(benzyloxyamino)-2-carbamoyl-4-(2-nitroethyl)-5,6-dihydropyridine-1(2H)-carboxylate). Yields the product C(C1=CC=CC=C1)ON[C@@H]1C(=C[C@H](NC1)C(=O)N)CC[N+](=O)[O-] ((2S,5R)-5-(benzyloxyamino)-4-(2-nitroethyl)-1,2,5,6-tetrahydropyridine-2-carboxamide), oil. Yield: 98.0%. RXN SMILES: [CH2:1]([O:8][NH:9][C@H:10]1[CH2:15][N:14](C(OC(C)(C)C)=O)[C@H:13]([C:23](=[O:25])[NH2:24])[CH:12]=[C:11]1[CH2:26][CH2:27][N+:28]([O-:30])=[O:29])[C:2]1[CH:7]=[CH:6][CH:5]=[CH:4][CH:3]=1.C(ON([C@H]1CN[C@H](C(N)=O)C=C1C)S(C1C=CC=CC=1[N+]([O-])=O)(=O)=O)C=C>>[CH2:1]([O:8][NH:9][C@H:10]1[CH2:15][NH:14][C@H:13]([C:23]([NH2:24])=[O:25])[CH:12]=[C:11]1[CH2:26][CH2:27][N+:28]([O-:30])=[O:29])[C:2]1[CH:3]=[CH:4][CH:5]=[CH:6][CH:7]=1. Reported procedure: The title compound was prepared from (2S,5R)-tert-butyl 5-(benzyloxyamino)-2-carbamoyl-4-(2-nitroethyl)-5,6-dihydropyridine-1(2H)-carboxylate (Intermediate 224, 0.800 g, 3.30 mmol) according to the procedure described for Intermediate 21. The desired product was obtained as a yellow oil (0.6 g, 98%). Reactants: Cl (hydrochloric acid), N1=CC=CC=C1 (pyridine), S(=O)(=O)(C)Cl (mesyl chloride), NCCN(C([C@H](C)N1C([C@H](CC1)NS(=O)(=O)C1=CC2=CC=C(C=C2C=C1)Cl)=O)=O)C(C)C ((2S)-N-(2-Aminoethyl)-2-((3S)-3-{[(6-chloro-2-naphthyl)sulfonyl]amino}-2-oxopyrrolidin-1-yl)-N-isopropylpropanamide). Run in C(Cl)Cl (DCM), C(Cl)Cl (DCM). Reaction conditions: time 3 hour. Yields the product ClC=1C=C2C=CC(=CC2=CC1)S(=O)(=O)N[C@@H]1C(N(CC1)[C@H](C(=O)N(CCNS(=O)(=O)C)C(C)C)C)=O ((2S)-2-((3S)-3-{[(6-Chloro-2-naphthyl)sulfonyl]amino}-2-oxopyrrolidin-1-yl)-N-isopropyl-N-{2-[(methylsulfonyl)amino]ethyl}propanamide). As a reaction SMILES: [NH2:1][CH2:2][CH2:3][N:4]([CH:30]([CH3:32])[CH3:31])[C:5](=[O:29])[C@@H:6]([N:8]1[CH2:12][CH2:11][C@H:10]([NH:13][S:14]([C:17]2[CH:26]=[CH:25][C:24]3[C:19](=[CH:20][CH:21]=[C:22]([Cl:27])[CH:23]=3)[CH:18]=2)(=[O:16])=[O:15])[C:9]1=[O:28])[CH3:7].N1C=CC=CC=1.[S:39](Cl)([CH3:42])(=[O:41])=[O:40].Cl>C(Cl)Cl>[Cl:27][C:22]1[CH:23]=[C:24]2[C:19](=[CH:20][CH:21]=1)[CH:18]=[C:17]([S:14]([NH:13][C@H:10]1[CH2:11][CH2:12][N:8]([C@@H:6]([CH3:7])[C:5]([N:4]([CH:30]([CH3:32])[CH3:31])[CH2:3][CH2:2][NH:1][S:39]([CH3:42])(=[O:41])=[O:40])=[O:29])[C:9]1=[O:28])(=[O:15])=[O:16])[CH:26]=[CH:25]2. Reported procedure: (2S)-N-(2-Aminoethyl)-2-((3S)-3-{[(6-chloro-2-naphthyl)sulfonyl]amino}-2-oxopyrrolidin-1-yl)-N-isopropylpropanamide (0.04 g) was dissolved in DCM (3 ml) at 0° C. and was treated with pyridine (0.027 ml) and mesyl chloride (0.03 ml). The reaction mixture was allowed to reach room temperature and then stirred at room temperature for 3 h. Additional DCM (3 ml) followed by hydrochloric acid (5 ml) was added. The organic layer was separated, dried (over magnesium sulphate) and concentrated under redu... Reactants: O=C=O, C1CCOC1, [Li]CCCC, CC1(C)CCCC(C)(C)N1, Clc1cnccn1, O=Cc1ccc2ccc(-c3ccccc3)nc2c1. Product: OC(c1ccc2ccc(-c3ccccc3)nc2c1)c1nccnc1Cl. Reaction SMILES: [C:11](=[O:12])=[O:13].[CH2:44]1[O:45][CH2:46][CH2:47][CH2:48]1.[CH3:14][CH2:15][CH2:16][CH2:17][Li:18].[CH3:1][C:2]1([CH3:3])[CH2:4][CH2:5][CH2:6][C:7]([CH3:8])([CH3:9])[NH:10]1.[Cl:19][c:20]1[n:21][cH:22][cH:23][n:24][cH:25]1.[c:26]1(-[c:32]2[n:33][c:34]3[cH:35][c:36]([CH:42]=[O:43])[cH:37][cH:38][c:39]3[cH:40][cH:41]2)[cH:27][cH:28][cH:29][cH:30][cH:31]1>>[Cl:19][c:20]1[n:21][cH:22][cH:23][n:24][c:25]1[CH:42]([c:36]1[cH:35][c:34]2[n:33][c:32](-[c:26]3[cH:27][cH:28][cH:29][cH:30][cH:31]3)[cH:41][cH:40][c:39]2[cH:38][cH:37]1)[OH:43]. Solvent: CCCCCC (Hexane). Reported procedure: Concentrated hydrochloric acid (5.2 ml) was slowly added to a stirred and refluxing mixture of 41.8 g (0.25 mole) of 2-methyl-3-nitrophenylmethanol, 85.0 g of iron powder, and 100 ml of 50% aqueous ethanol. Refluxing and stirring was continued for 2 hours, then the mixture was made just basic by the addition of a 15% ethanolic solution of potassium hydroxide. The hot mixture was filtered through diatomaceous earth, and the filter cake was washed with ethanol. The ethanol washings were combined w... RXN SMILES: [ClH:1].[CH3:2][C:3]1[C:8]([N+:9]([O-])=O)=[CH:7][CH:6]=[CH:5][C:4]=1[CH2:12][OH:13].C(O)C.[OH-].[K+]>[Fe].CCCCCC>[ClH:1].[OH:13][CH2:12][C:4]1[C:3]([CH3:2])=[C:8]([CH:7]=[CH:6][CH:5]=1)[NH2:9] |f:3.4,7.8|. Reactants: CC1=C(C=CC=C1[N+](=O)[O-])CO (2-methyl-3-nitrophenylmethanol), C(C)O (ethanol), Cl (hydrochloric acid), ethanolic solution, [OH-].[K+] (potassium hydroxide). Product: Cl.OCC=1C(=C(N)C=CC1)C (3-hydroxymethyl-2-methylaniline hydrochloride). Reaction conditions: time 2 hour. The reagents and catalysts are [Fe] (iron). The reactants are C(CCC)[Li] (n-butyllithium), C(=O)C1=CC=C(C(=O)OC)C=C1 (methyl 4-formylbenzoate). Reagents/catalysts: [Br-].C[P+](C1=CC=CC=C1)(C1=CC=CC=C1)C1=CC=CC=C1 (methyltriphenylphosphonium bromide). Solvent: CCOCC (ether). Reaction conditions: time 4 hour. The product is COC(C1=CC=C(C=C1)C=C)=O (4-Ethenyl-benzoic acid methyl ester). As a reaction SMILES: [CH2:1]([Li])CCC.[CH:6]([C:8]1[CH:17]=[CH:16][C:11]([C:12]([O:14][CH3:15])=[O:13])=[CH:10][CH:9]=1)=O>CCOCC.[Br-].C[P+](C1C=CC=CC=1)(C1C=CC=CC=1)C1C=CC=CC=1>[CH3:15][O:14][C:12](=[O:13])[C:11]1[CH:16]=[CH:17][C:8]([CH:6]=[CH2:1])=[CH:9][CH:10]=1 |f:3.4|. Procedure details: To a stirred solution of n-butyllithium (4 mL, 2,5 M solution in hexane, 10 mmol) (Aldrich) in ether (30 mL) was added methyltriphenylphosphonium bromide (3.57 g, 10 mmol) (Aldrich) over a period of 5 min. The reaction mixture was stirred for 4 h at room temperature. To the resulting orange solution was added methyl 4-formylbenzoate (1.54 mL, 10 mmol) dropwise. The solution became colorless, and a white precipitate separated. The mixture was then heated to reflux and immediately allowed to cool ... Reactants: CCO, COCCN1CCC(=O)N(C)c2cnc(Cl)nc21, Cl, COc1cc(C(=O)O)ccc1N, O. Yields the product COCCN1CCC(=O)N(C)c2cnc(Nc3ccc(C(=O)O)cc3OC)nc21. RXN SMILES: [CH3:31][CH2:32][OH:33].[Cl:1][c:2]1[n:3][cH:4][c:5]2[c:6]([n:18]1)[N:7]([CH2:14][CH2:15][O:16][CH3:17])[CH2:8][CH2:9][C:10](=[O:13])[N:11]2[CH3:12].[ClH:34].[NH2:19][c:20]1[c:21]([O:29][CH3:30])[cH:22][c:23]([C:24](=[O:25])[OH:26])[cH:27][cH:28]1.[OH2:35]>>[c:2]1([NH:19][c:20]2[c:21]([O:29][CH3:30])[cH:22][c:23]([C:24](=[O:25])[OH:26])[cH:27][cH:28]2)[n:3][cH:4][c:5]2[c:6]([n:18]1)[N:7]([CH2:14][CH2:15][O:16][CH3:17])[CH2:8][CH2:9][C:10](=[O:13])[N:11]2[CH3:12]. The reactants are C1CCOC1, CCOC(=O)N=NC(=O)OCC, CC(O)CN(C(=O)OCc1ccccc1)C(C)CO, c1ccc(P(c2ccccc2)c2ccccc2)cc1. Yields the product CC1CN(C(=O)OCc2ccccc2)C(C)CO1. As a reaction SMILES: [CH2:51]1[O:52][CH2:53][CH2:54][CH2:55]1.[O:39]=[C:40]([O:41][CH2:42][CH3:43])[N:44]=[N:45][C:46]([O:47][CH2:48][CH3:49])=[O:50].[OH:1][CH2:2][CH:3]([CH3:4])[N:5]([C:6]([O:7][CH2:8][c:9]1[cH:10][cH:11][cH:12][cH:13][cH:14]1)=[O:15])[CH2:16][CH:17]([CH3:18])[OH:19].[c:20]1([P:21]([c:22]2[cH:23][cH:24][cH:25][cH:26][cH:27]2)[c:28]2[cH:29][cH:30][cH:31][cH:32][cH:33]2)[cH:34][cH:35][cH:36][cH:37][cH:38]1>>[CH2:2]1[CH:3]([CH3:4])[N:5]([C:6]([O:7][CH2:8][c:9]2[cH:10][cH:11][cH:12][cH:13][cH:14]2)=[O:15])[CH2:16][CH:17]([CH3:18])[O:19]1.